This data is from the Open Reaction Database (ORD), a public repository of structured organic reaction records. The task is: describe an organic reaction: reactants, conditions, products, and yield Reactants: CC(C(C(=O)OC)NC(=O)C1=CC(=NO1)C1=CC=C(C=C1)NC(C(NC1=CC(=CC=C1)C(F)(F)F)=O)=O)C (methyl 3-methyl-2-(3-(4-(2-oxo-2-(3-(trifluoromethyl)phenylamino)acetamido) phenyl)isoxazole-5-carboxamido)butanoate), O.[OH-].[Li+] (Lithium hydroxide monohydrate), Cl (HCl). Run in C1CCOC1 (THF). Conditions: time 6 hour. Yields the product CC(C(C(=O)O)NC(=O)C1=CC(=NO1)C1=CC=C(C=C1)NC(C(NC1=CC(=CC=C1)C(F)(F)F)=O)=O)C (3-Methyl-2-(3-(4-(2-oxo-2-(3-(trifluoromethyl)phenylamino) acetamido)phenyl)isoxazole-5-carboxamido)butanoic acid). Isolated yield 22.6%. As a reaction SMILES: [CH3:1][CH:2]([CH3:38])[CH:3]([NH:8][C:9]([C:11]1[O:15][N:14]=[C:13]([C:16]2[CH:21]=[CH:20][C:19]([NH:22][C:23](=[O:37])[C:24](=[O:36])[NH:25][C:26]3[CH:31]=[CH:30][CH:29]=[C:28]([C:32]([F:35])([F:34])[F:33])[CH:27]=3)=[CH:18][CH:17]=2)[CH:12]=1)=[O:10])[C:4]([O:6]C)=[O:5].O.[OH-].[Li+].Cl>C1COCC1>[CH3:1][CH:2]([CH3:38])[CH:3]([NH:8][C:9]([C:11]1[O:15][N:14]=[C:13]([C:16]2[CH:21]=[CH:20][C:19]([NH:22][C:23](=[O:37])[C:24](=[O:36])[NH:25][C:26]3[CH:31]=[CH:30][CH:29]=[C:28]([C:32]([F:34])([F:35])[F:33])[CH:27]=3)=[CH:18][CH:17]=2)[CH:12]=1)=[O:10])[C:4]([OH:6])=[O:5] |f:1.2.3|. Procedure: To methyl 3-methyl-2-(3-(4-(2-oxo-2-(3-(trifluoromethyl)phenylamino)acetamido) phenyl)isoxazole-5-carboxamido)butanoate (100 mg) in THF (2 ml) 1 M aqueous solution of Lithium hydroxide monohydrate (0.375 ml) was added and reaction mixture was stirred at RT for 6 hours. The reaction mixture was acidified with dilute HCl and extracted with EtOAc. Organic layer was collected and dried over Na2SO4 and concentrated to obtain off white solid, which was crystallized from EtOAc to yield 22 mg (22%) of t... Reactants: CO, Cl, O=C(O)c1ccc(-c2nc(-c3ccc(F)cc3)c(-c3ccncc3)[nH]2)cc1, [Na+], [Na], [OH-]. Product: COC(=O)c1ccc(-c2nc(-c3ccc(F)cc3)c(-c3ccncc3)[nH]2)cc1. RXN SMILES: [CH3:32][OH:33].[ClH:29].[F:1][c:2]1[cH:3][cH:4][c:5](-[c:8]2[n:9][c:10](-[c:19]3[cH:20][cH:21][c:22]([C:23](=[O:24])[OH:25])[cH:26][cH:27]3)[nH:11][c:12]2-[c:13]2[cH:14][cH:15][n:16][cH:17][cH:18]2)[cH:6][cH:7]1.[Na+:31].[Na:28].[OH-:30]>>[F:1][c:2]1[cH:3][cH:4][c:5](-[c:8]2[n:9][c:10](-[c:19]3[cH:20][cH:21][c:22]([C:23](=[O:24])[O:25][CH3:32])[cH:26][cH:27]3)[nH:11][c:12]2-[c:13]2[cH:14][cH:15][n:16][cH:17][cH:18]2)[cH:6][cH:7]1. Starting materials: COc1ccc(Br)cc1, C1CCOC1, O=C1Nc2ccc(Cl)cc2C1=O, [Mg]. Product: COc1ccc(C2(O)C(=O)Nc3ccc(Cl)cc32)cc1. RXN SMILES: [Br:2][c:3]1[cH:4][cH:5][c:6]([O:9][CH3:10])[cH:7][cH:8]1.[CH2:23]1[O:24][CH2:25][CH2:26][CH2:27]1.[Cl:11][c:12]1[cH:13][c:14]2[c:18]([cH:19][cH:20]1)[NH:17][C:16](=[O:21])[C:15]2=[O:22].[Mg:1]>>[c:3]1([C:15]2([OH:22])[c:14]3[cH:13][c:12]([Cl:11])[cH:20][cH:19][c:18]3[NH:17][C:16]2=[O:21])[cH:4][cH:5][c:6]([O:9][CH3:10])[cH:7][cH:8]1. The product is COC1=C(C(=CC(=C1)C)C)C1=CC=CC=2N1N=C(C2N)SC (7-(2-methoxy-4,6-dimethylphenyl)-2-(methylsulfanyl)pyrazolo[1,5-a]pyridine-3-amine). The solvent is Cl.C(C)(=O)OCC (hydrochloric acid ethyl acetate). Procedure: tert-Butyl N-[7-(2-methoxy-4,6-dimethylphenyl)-2-(methylsulfanyl)pyrazolo[1,5-a]pyridin-3-yl]carbamate (50 mg) was dissolved in a 4 N hydrochloric acid/ethyl acetate solution (2 mL), and the mixture was stirred at room temperature for 1 hour. The reaction mixture was neutralized with 5 N aqueous sodium hydroxide and extracted with ethyl acetate, and the organic layer was concentrated to obtain 7-(2-methoxy-4,6-dimethylphenyl)-2-(methylsulfanyl)pyrazolo[1,5-a]pyridine-3-amine. This was dissolved ... Reaction conditions: time 1 hour. Reactants: COC1=C(C(=CC(=C1)C)C)C1=CC=CC=2N1N=C(C2NC(OC(C)(C)C)=O)SC (tert-Butyl N-[7-(2-methoxy-4,6-dimethylphenyl)-2-(methylsulfanyl)pyrazolo[1,5-a]pyridin-3-yl]carbamate), [OH-].[Na+] (sodium hydroxide). Reaction SMILES: [CH3:1][O:2][C:3]1[CH:8]=[C:7]([CH3:9])[CH:6]=[C:5]([CH3:10])[C:4]=1[C:11]1[N:16]2[N:17]=[C:18]([S:28][CH3:29])[C:19]([NH:20]C(=O)OC(C)(C)C)=[C:15]2[CH:14]=[CH:13][CH:12]=1.[OH-].[Na+]>Cl.C(OCC)(=O)C>[CH3:1][O:2][C:3]1[CH:8]=[C:7]([CH3:9])[CH:6]=[C:5]([CH3:10])[C:4]=1[C:11]1[N:16]2[N:17]=[C:18]([S:28][CH3:29])[C:19]([NH2:20])=[C:15]2[CH:14]=[CH:13][CH:12]=1 |f:1.2,3.4|. The reactants are C(C)OC(CSC1=CN=C(S1)NC(=O)N(C1=CC(=CC=C1)C(F)(F)F)CC1CCCC1)=O ({2-[3-cyclopentylmethyl-3-(3-trifluoromethyl-phenyl)ureido]-thiazol-5-ylsulfanyl}-acetic acid ethyl ester), C(C)OC(CSC1=CN=C(S1)N)=O ((2-amino-thiazol-5-ylsulfanyl)acetic acid ethyl ester), C1(CCCC1)CN(C(NC=1SC=C(N1)CC(=O)O)=O)C1=CC=C(C=C1)S(=O)(=O)C ({2-[3-cyclopentylmethyl-3-(4-methanesulfonyl-phenyl)-ureido]-thiazol-4-yl}-acetic acid), C1(CCCC1)CNC1=CC(=CC=C1)C(F)(F)F (cyclopentylmethyl-(3-trifluoromethyl-phenyl)-amine). The product is C1(CCCC1)N(C(N(C=1SC(=CN1)SCC(=O)O)C)=O)C1=CC(=CC=C1)C(F)(F)F ({2-[3-Cyclopentyl methyl-3-(3-trifluoromethyl-phenyl)-ureido]-thiazol-5-ylsulfanyl}-acetic acid). RXN SMILES: C([O:3][C:4](=[O:32])[CH2:5][S:6][C:7]1[S:11][C:10]([NH:12][C:13]([N:15]([CH2:26][CH:27]2C[CH2:30][CH2:29][CH2:28]2)[C:16]2[CH:21]=[CH:20][CH:19]=[C:18]([C:22]([F:25])([F:24])[F:23])[CH:17]=2)=[O:14])=[N:9][CH:8]=1)C.[CH:33]1(CN(C2C=CC(S(C)(=O)=O)=CC=2)C(=O)NC2SC=C(CC(O)=O)N=2)CCCC1.C1(CNC2C=CC=C(C(F)(F)F)C=2)CCCC1.C(OC(=O)CSC1SC(N)=NC=1)C>>[CH:26]1([N:15]([C:16]2[CH:21]=[CH:20][CH:19]=[C:18]([C:22]([F:23])([F:25])[F:24])[CH:17]=2)[C:13](=[O:14])[N:12]([CH3:33])[C:10]2[S:11][C:7]([S:6][CH2:5][C:4]([OH:3])=[O:32])=[CH:8][N:9]=2)[CH2:27][CH2:28][CH2:29][CH2:30]1. Procedure details: The title compound was prepared via {2-[3-cyclopentylmethyl-3-(3-trifluoromethyl-phenyl)ureido]-thiazol-5-ylsulfanyl}-acetic acid ethyl ester in a similar manner as described for the synthesis of {2-[3-cyclopentylmethyl-3-(4-methanesulfonyl-phenyl)-ureido]-thiazol-4-yl}-acetic acid, using cyclopentylmethyl-(3-trifluoromethyl-phenyl)-amine and (2-amino-thiazol-5-ylsulfanyl)acetic acid ethyl ester